This data is from the Open Reaction Database (ORD), a public repository of structured organic reaction records. The task is: describe an organic reaction: reactants, conditions, products, and yield Starting materials: C1CC1 (cyclopropane), ClCC(=C(C)C)C=1SC=CC1C (1-chloro-2-(3-methylthien-2-yl)-3-methylbut-2-ene), C(Cl)(Cl)(Cl)Cl (carbon tetrachloride). Conditions: time 18 hour. The product is ClC1(C(C1)(C)C)C=1SC=CC1C (1-chloro-1-(3-methyl-thien-2-yl)-2,2-dimethylcyclopropane). As a reaction SMILES: C1CC1.Cl[CH2:5][C:6]([C:10]1[S:11][CH:12]=[CH:13][C:14]=1[CH3:15])=[C:7]([CH3:9])[CH3:8].C(Cl)(Cl)(Cl)[Cl:17]>>[Cl:17][C:6]1([C:10]2[S:11][CH:12]=[CH:13][C:14]=2[CH3:15])[CH2:5][C:7]1([CH3:9])[CH3:8]. Procedure: The cyclopropane produced in b) (0.40 g, 2.0 mmol) was stirred with gravity silica (0.15 g) in carbon tetrachloride (10 cm3) at 20° C. The silica developed a purple/black coloration within 30 min while the solution remained colourless. After 18 h at 20° C. no starting material remained. The silica was removed by filtration and the carbon tetrachloride evaporated to give a product characterised as 1-chloro-2-(3-methylthien-2-yl)-3-methylbut-2-ene (0.33 g, 82%) as the only product, which was pure ... Reactants: ClC1=CC(=C(C=C1O)N1C(N(C(=CC1=O)C(F)(F)F)C)=O)F (3-(4-chloro-2-fluoro-5-hydroxyphenyl)-1-methyl-6-trifluoromethyl-2,4(1H,3H)-pyrimidinedione), BrCC(=O)C1=CC=CC=C1 (α-bromoacetophenone), [H-].[Na+] (sodium hydride). The solvent is CN(C=O)C (dimethylformamide). The product is ClC1=CC(=C(C=C1OCC(=O)C1=CC=CC=C1)N1C(N(C(=CC1=O)C(F)(F)F)C)=O)F (3-[4-chloro-2-fluoro-5-(phenacyloxy)-phenyl]-1-methyl-6 -trifluoromethyl-2,4(1H,3H)-pyrimidinedione). RXN SMILES: [Cl:1][C:2]1[C:7]([OH:8])=[CH:6][C:5]([N:9]2[C:14](=[O:15])[CH:13]=[C:12]([C:16]([F:19])([F:18])[F:17])[N:11]([CH3:20])[C:10]2=[O:21])=[C:4]([F:22])[CH:3]=1.Br[CH2:24][C:25]([C:27]1[CH:32]=[CH:31][CH:30]=[CH:29][CH:28]=1)=[O:26].[H-].[Na+]>CN(C)C=O>[Cl:1][C:2]1[C:7]([O:8][CH2:24][C:25]([C:27]2[CH:32]=[CH:31][CH:30]=[CH:29][CH:28]=2)=[O:26])=[CH:6][C:5]([N:9]2[C:14](=[O:15])[CH:13]=[C:12]([C:16]([F:18])([F:17])[F:19])[N:11]([CH3:20])[C:10]2=[O:21])=[C:4]([F:22])[CH:3]=1 |f:2.3|. Procedure details: using 3-(4-chloro-2-fluoro-5-hydroxyphenyl)-1-methyl-6-trifluoromethyl-2,4(1H,3H)-pyrimidinedione with α-bromoacetophenone and sodium hydride in dimethylformamide there is obtained 3-[4-chloro-2-fluoro-5-(phenacyloxy)-phenyl]-1-methyl-6 -trifluoromethyl-2,4(1H,3H)-pyrimidinedione, m.p. 152°-153° C.; The reactants are BrCc1ccccc1, O=C([O-])[O-], CN(C)C=O, CCOC(C)=O, [K+], [K+], Nc1cnc(C(=O)O)cn1, O. Product: Nc1cnc(C(=O)OCc2ccccc2)cn1. As a reaction SMILES: [Br:17][CH2:18][c:19]1[cH:20][cH:21][cH:22][cH:23][cH:24]1.[C:11](=[O:12])([O-:13])[O-:14].[CH3:25][N:26]([CH3:27])[CH:28]=[O:29].[CH3:30][CH2:31][O:32][C:33](=[O:34])[CH3:35].[K+:15].[K+:16].[NH2:1][c:2]1[n:3][cH:4][c:5]([C:8](=[O:9])[OH:10])[n:6][cH:7]1.[OH2:36]>>[NH2:1][c:2]1[n:3][cH:4][c:5]([C:8](=[O:9])[O:10][CH2:18][c:19]2[cH:20][cH:21][cH:22][cH:23][cH:24]2)[n:6][cH:7]1.